From a dataset of the Open Reaction Database (ORD), a public repository of structured organic reaction records. describe an organic reaction: reactants, conditions, products, and yield The product is [Si](C)(C)(C(C)(C)C)OCC1=C(C(=NC=C1)F)Cl (4-({[tert-Butyl(dimethyl)silyl]oxy}methyl)-3-chloro-2-fluoropyridine). RXN SMILES: O1CCCC1.[Si:6]([O:13][CH2:14][C:15]1[CH:20]=[CH:19][N:18]=[C:17]([F:21])[CH:16]=1)([C:9]([CH3:12])([CH3:11])[CH3:10])([CH3:8])[CH3:7].C([N-]C(C)C)(C)C.[Li+].[Cl:30]C(Cl)(Cl)C(Cl)(Cl)Cl>C(OCC)(=O)C>[Si:6]([O:13][CH2:14][C:15]1[CH:20]=[CH:19][N:18]=[C:17]([F:21])[C:16]=1[Cl:30])([C:9]([CH3:12])([CH3:11])[CH3:10])([CH3:8])[CH3:7] |f:2.3|. The reactants are O1CCCC1 (tetrahydrofuran), [Si](C)(C)(C(C)(C)C)OCC1=CC(=NC=C1)F (4-({[tert-butyl(dimethyl)silyl]oxy}methyl)-2-fluoropyridine), C(C)(C)[N-]C(C)C.[Li+] (lithium diisopropylamide), ClC(C(Cl)(Cl)Cl)(Cl)Cl (hexachloroethane). Procedure details: A tetrahydrofuran solution (10 mL) of 4-({[tert-butyl(dimethyl)silyl]oxy}methyl)-2-fluoropyridine (469.1 mg, 1.94 mmol) was mixed with lithium diisopropylamide (1.08 M in tetrahydrofuran, 2.16 mL, 2.33 mmol) under cooling with ice. The reaction mixture was stirred at 0° C. for an hour, then added to hexachloroethane (840.0 mg, 3.50 mmol) and warmed slowly to room temperature for 12 hours with stirring. After completion of the reaction, the reaction solution was mixed with ethyl acetate, and the ... The yield is 29.5%. Solvent: C(C)(=O)OCC (ethyl acetate). Reaction conditions: temperature 0 celsius. Reactants: CC(=O)OC=O, CC(=O)OC(C)=O, O=CO, CCOC(=O)C1=C(COCCN)NC(C)=C(C(=O)OC)C1c1cccc(Cl)c1Cl, C1CCOC1. Yields the product CCOC(=O)C1=C(COCCNC=O)NC(C)=C(C(=O)OC)C1c1cccc(Cl)c1Cl. RXN SMILES: [C:1]([O:2][CH:4]=[O:5])(=[O:3])[CH3:6].[CH3:10][C:11]([O:12][C:13](=[O:14])[CH3:15])=[O:16].[CH:7]([OH:8])=[O:9].[NH2:17][CH2:18][CH2:19][O:20][CH2:21][C:22]1=[C:27]([C:28](=[O:29])[O:30][CH2:31][CH3:32])[CH:26]([c:33]2[c:34]([Cl:40])[c:35]([Cl:39])[cH:36][cH:37][cH:38]2)[C:25]([C:41](=[O:42])[O:43][CH3:44])=[C:24]([CH3:45])[NH:23]1.[O:46]1[CH2:47][CH2:48][CH2:49][CH2:50]1>>[CH:1](=[O:3])[NH:17][CH2:18][CH2:19][O:20][CH2:21][C:22]1=[C:27]([C:28](=[O:29])[O:30][CH2:31][CH3:32])[CH:26]([c:33]2[c:34]([Cl:40])[c:35]([Cl:39])[cH:36][cH:37][cH:38]2)[C:25]([C:41](=[O:42])[O:43][CH3:44])=[C:24]([CH3:45])[NH:23]1. The reactants are C(N)(OC(C)(C)C)=O (tert-butyl carbamate), [Na+].C1(=CC=CC=C1)S(=O)[O-] (benzenesulphinic acid sodium salt), ClC1=C(C=O)C=CC=C1Cl (2,3-dichlorobenzaldehyd), C(=O)O (formic acid). The solvent is CO.O (methanol water). Conditions: time 2 day. Product: ClC1=C(C=CC=C1Cl)C(S(=O)(=O)C1=CC=CC=C1)NC(OC(C)(C)C)=O (tert-Butyl [(2,3-dichlorophenyl)(phenylsulphonyl)methyl]carbamate). As a reaction SMILES: [C:1](=[O:8])([O:3][C:4]([CH3:7])([CH3:6])[CH3:5])[NH2:2].[Na+].[C:10]1([S:16]([O-:18])=[O:17])[CH:15]=[CH:14][CH:13]=[CH:12][CH:11]=1.[Cl:19][C:20]1[C:27]([Cl:28])=[CH:26][CH:25]=[CH:24][C:21]=1[CH:22]=O.C(O)=O>CO.O>[Cl:19][C:20]1[C:27]([Cl:28])=[CH:26][CH:25]=[CH:24][C:21]=1[CH:22]([NH:2][C:1](=[O:8])[O:3][C:4]([CH3:7])([CH3:6])[CH3:5])[S:16]([C:10]1[CH:15]=[CH:14][CH:13]=[CH:12][CH:11]=1)(=[O:18])=[O:17] |f:1.2,5.6|. Reported procedure: At RT, 2.23 g (19.0 mmol) of tert-butyl carbamate and 6.25 g (38.1 mmol) of benzenesulphinic acid sodium salt were initially charged in 55 ml of methanol/water (1:2), and 5.00 g (28.6 mmol) of 2,3-dichlorobenzaldehyd and then 1.43 ml (37.9 mmol) of formic acid were added. The reaction mixture was stirred at RT for 2 days. The precipitated solid was filtered off with suction and washed with water and twice with diethyl ether. From the ethereal filtrate, 3.47 g of 2,3-dichlorobenzaldehyde were rec... The reactants are CC1(OC(=O)CC(=O)O1)C (Meldrum's acid), C(=O)O (formic acid), C(C=CC1=CC=CC=C1)=O (cinnamaldehyde), mixture. Run in C(C)N(CC)CC (triethylamine). Reaction conditions: temperature 95 celsius. Product: C1(=CC=CC=C1)C=CCCC(=O)O (5-phenyl-4-pentenoic acid). Reaction SMILES: CC1(C)[O:9][C:7](=[O:8])[CH2:6][C:4](=O)O1.C(=O)[CH:12]=[CH:13][C:14]1[CH:19]=[CH:18][CH:17]=[CH:16][CH:15]=1.C(O)=O>C(N(CC)CC)C>[C:14]1([CH:13]=[CH:12][CH2:4][CH2:6][C:7]([OH:9])=[O:8])[CH:19]=[CH:18][CH:17]=[CH:16][CH:15]=1. Procedure details: 7.2 g (0.05 mol) of Meldrum's acid and 6.6 g (6.3 ml, 0.05 mol) of cinnamaldehyde were weighed in to 50 ml of the mixture of formic acid and triethylamine prepared as described in Example 1. The reaction mixture was heated to 95° C. during 1 hour and maintained at the same temperature for 2 hours. The product was separated according to Example 1. Starting materials: CCN(CC1CCCN(c2nc(-c3c(O)cccc3F)nc3cc(C)ccc23)C1)C(=O)[O-], ClCCl, Cl. Yields the product CCN(CC1CCCN(c2nc(-c3c(O)cccc3F)nc3cc(C)ccc23)C1)C(=O)O, Cl. As a reaction SMILES: [CH2:1]([CH3:2])[N:3]([C:4]([O-:5])=[O:6])[CH2:7][CH:8]1[CH2:9][N:10]([c:14]2[n:15][c:16](-[c:25]3[c:26]([F:32])[cH:27][cH:28][cH:29][c:30]3[OH:31])[n:17][c:18]3[cH:19][c:20]([CH3:24])[cH:21][cH:22][c:23]23)[CH2:11][CH2:12][CH2:13]1.[Cl:34][CH2:35][Cl:36].[ClH:33]>>[CH2:1]([CH3:2])[N:3]([C:4](=[O:5])[OH:6])[CH2:7][CH:8]1[CH2:9][N:10]([c:14]2[n:15][c:16](-[c:25]3[c:26]([F:32])[cH:27][cH:28][cH:29][c:30]3[OH:31])[n:17][c:18]3[cH:19][c:20]([CH3:24])[cH:21][cH:22][c:23]23)[CH2:11][CH2:12][CH2:13]1.[ClH:33].